From a dataset of the Open Reaction Database (ORD), a public repository of structured organic reaction records. describe an organic reaction: reactants, conditions, products, and yield Reactants: [Al+3], CCOC(=O)c1cn2c(cc(OC)c3ccccc32)n1, [H-], [H-], [H-], [H-], [Li+], C1CCOC1. Yields the product COc1cc2nc(CO)cn2c2ccccc12. RXN SMILES: [Al+3:22].[CH3:1][O:2][c:3]1[cH:4][c:5]2[n:6]([c:7]3[cH:8][cH:9][cH:10][cH:11][c:12]13)[cH:13][c:14]([C:16](=[O:17])[O:18][CH2:19][CH3:20])[n:15]2.[H-:21].[H-:24].[H-:25].[H-:26].[Li+:23].[O:27]1[CH2:28][CH2:29][CH2:30][CH2:31]1>>[CH3:1][O:2][c:3]1[cH:4][c:5]2[n:6]([c:7]3[cH:8][cH:9][cH:10][cH:11][c:12]13)[cH:13][c:14]([CH2:16][OH:17])[n:15]2.